From a dataset of the Open Reaction Database (ORD), a public repository of structured organic reaction records. describe an organic reaction: reactants, conditions, products, and yield Reactants: OC1=C(C=CC=C1)C1=NN(C(=N1)C1=C(C=CC=C1)O)CC(=O)OCC (Ethyl [3,5bis(2-hydroxyphenyl)-[1,2,4]triazol-1-yl]acetate), CN1CCN(CC1)CCN (2-(4-methylpiperazin-1-yl)ethylamine). Solvent: C(C)O (ethanol). Yields the product OC1=C(C=CC=C1)C1=NN(C(=N1)C1=C(C=CC=C1)O)CC(=O)NCCN1CCN(CC1)C (2-[3,5-bis(2-hydroxy-phenyl)-[1,2,4]triazol-1-yl]-N-[2-(4-methylpiperazin-1-yl)ethyl]acetamide). As a reaction SMILES: [OH:1][C:2]1[CH:7]=[CH:6][CH:5]=[CH:4][C:3]=1[C:8]1[N:12]=[C:11]([C:13]2[CH:18]=[CH:17][CH:16]=[CH:15][C:14]=2[OH:19])[N:10]([CH2:20][C:21]([O:23]CC)=O)[N:9]=1.[CH3:26][N:27]1[CH2:32][CH2:31][N:30]([CH2:33][CH2:34][NH2:35])[CH2:29][CH2:28]1>C(O)C>[OH:1][C:2]1[CH:7]=[CH:6][CH:5]=[CH:4][C:3]=1[C:8]1[N:12]=[C:11]([C:13]2[CH:18]=[CH:17][CH:16]=[CH:15][C:14]=2[OH:19])[N:10]([CH2:20][C:21]([NH:35][CH2:34][CH2:33][N:30]2[CH2:31][CH2:32][N:27]([CH3:26])[CH2:28][CH2:29]2)=[O:23])[N:9]=1. Procedure: 3 g of ethyl [3,5-bis(2-hydroxyphenyl)-[1,2,4]triazol-1-yl]acetate (Example 2) and 2.5 g of 2-(4-methylpiperazin-1-yl)ethylamine are boiled under reflux for 20 h in 40 ml of ethanol. The mixture is cooled, poured onto water and extracted with ethyl acetate. The combined organic phases are dried over sodium sulfate and concentrated on a rotary evaporator. The residue is chromatographed on silica gel. After concentration and drying, 2-[3,5-bis(2-hydroxy-phenyl)-[1,2,4]triazol-1-yl]-N-[2-(4-methylp...